From a dataset of the Open Reaction Database (ORD), a public repository of structured organic reaction records. describe an organic reaction: reactants, conditions, products, and yield Starting materials: C(C)(C)(C)[Li] (tert-butyllithium), BrC1=CC=C(O[C@@H](C)C(CCC=2C=NC=CC2)O[Si](C)(C)C(C)(C)C)C=C1 ((2S,3RS)-2-(4-bromophenoxy)-3-tert-butyldimethylsilyloxy-5-pyridin-3-ylpentane), C(C)(C)OB(OC(C)C)OC(C)C (triisopropylborate). Run in O1CCCC1 (tetrahydrofuran). Conditions: temperature -78 celsius, time 2 hour. Product: [Si](C)(C)(C(C)(C)C)OC([C@@H](OC1=CC=C(C=C1)B(O)O)C)CCC=1C=NC=CC1 ((1S,2RS)-4-[2-(tert-butyldimethylsilanyloxy)-1-methyl-4-pyridin-3-ylbutoxy]benzeneboronic acid). Reaction SMILES: C([Li])(C)(C)C.Br[C:7]1[CH:32]=[CH:31][C:10]([O:11][C@H:12]([CH:14]([O:23][Si:24]([C:27]([CH3:30])([CH3:29])[CH3:28])([CH3:26])[CH3:25])[CH2:15][CH2:16][C:17]2[CH:18]=[N:19][CH:20]=[CH:21][CH:22]=2)[CH3:13])=[CH:9][CH:8]=1.C([O:36][B:37](OC(C)C)[O:38]C(C)C)(C)C>O1CCCC1>[Si:24]([O:23][CH:14]([CH2:15][CH2:16][C:17]1[CH:18]=[N:19][CH:20]=[CH:21][CH:22]=1)[C@H:12]([CH3:13])[O:11][C:10]1[CH:31]=[CH:32][C:7]([B:37]([OH:38])[OH:36])=[CH:8][CH:9]=1)([C:27]([CH3:30])([CH3:29])[CH3:28])([CH3:26])[CH3:25]. Procedure details: A solution of tert-butyllithium (2.5 ml, 1.7M in hexanes) was added over a 1 hour period to a solution of (2S,3RS)-2-(4-bromophenoxy)-3-tert-butyldimethylsilyloxy-5-pyridin-3-ylpentane (1.60 g, Example 5b)) and triisopropylborate (1.07 ml) in tetrahydrofuran (25 ml) at −78° C. The resulting solution was stirred at −78° C. for 2 hours and was then quenched by the addition of a saturated solution of ammonium chloride in water (50 ml). The mixture was poured into water (50 ml) and extracted into et... Reactants: COC(=O)C(CC(CF)NC(=O)OCc1ccccc1)[Se]c1ccccc1, CC(C)=O, OO. Yields the product COC(=O)C=CC(CF)NC(=O)OCc1ccccc1. As a reaction SMILES: [CH2:3]([c:4]1[cH:5][cH:6][cH:7][cH:8][cH:9]1)[O:10][C:11](=[O:12])[NH:13][CH:14]([CH2:15][CH:16]([C:17](=[O:18])[O:19][CH3:20])[Se:21][c:22]1[cH:23][cH:24][cH:25][cH:26][cH:27]1)[CH2:28][F:29].[CH3:30][C:31](=[O:32])[CH3:33].[OH:1][OH:2]>>[CH2:3]([c:4]1[cH:5][cH:6][cH:7][cH:8][cH:9]1)[O:10][C:11](=[O:12])[NH:13][CH:14]([CH:15]=[CH:16][C:17](=[O:18])[O:19][CH3:20])[CH2:28][F:29]. Reactants: O (water), CC1=NC2=C(N1C)C=C(C=1CCC(OC12)C1=CC=CC=C1)C(=O)O (2,3-dimethyl-8-phenyl-3,6,7,8-tetrahydro-chromeno[7,8-d]imidazole-5-carboxylic acid), COCCN (2-Methoxy-ethylamine), F[B-](F)(F)F.N1(N=NC2=C1C=CC=C2)OC(=[N+](C)C)N(C)C (O-(1H-benzotriazol-1-yl)-N,N,N′,N′-tetramethyluronium tetrafluoroborate). The solvent is ClCCl (dichloromethane). Run at time 64 hour. Product: COCCNC(=O)C=1C=2CCC(OC2C2=C(N(C(=N2)C)C)C1)C1=CC=CC=C1 (2,3-Dimethyl-8-phenyl-3,6,7,8-tetrahydro-chromeno[7,8-d]imidazole-5-carboxylic Acid (2-Methoxy-ethyl)amide). Yield: 25.8%. Reaction SMILES: [CH3:1][C:2]1[N:6]([CH3:7])[C:5]2[CH:8]=[C:9]([C:22]([OH:24])=O)[C:10]3[CH2:11][CH2:12][CH:13]([C:16]4[CH:21]=[CH:20][CH:19]=[CH:18][CH:17]=4)[O:14][C:15]=3[C:4]=2[N:3]=1.F[B-](F)(F)F.N1(OC(N(C)C)=[N+](C)C)C2C=CC=CC=2N=N1.[CH3:47][O:48][CH2:49][CH2:50][NH2:51].O>ClCCl>[CH3:47][O:48][CH2:49][CH2:50][NH:51][C:22]([C:9]1[C:10]2[CH2:11][CH2:12][CH:13]([C:16]3[CH:21]=[CH:20][CH:19]=[CH:18][CH:17]=3)[O:14][C:15]=2[C:4]2[N:3]=[C:2]([CH3:1])[N:6]([CH3:7])[C:5]=2[CH:8]=1)=[O:24] |f:1.2|. Procedure details: To a suspension of 0.3 g (0.93 mmol) 2,3-dimethyl-8-phenyl-3,6,7,8-tetrahydro-chromeno[7,8-d]imidazole-5-carboxylic acid in dichloromethane (9 ml) were added 0.45 g (1.4 mmol) O-(1H-benzotriazol-1-yl)-N,N,N′,N′-tetramethyluronium tetrafluoroborate (TBTU) and the suspension was stirred for 64 h at room temperature. 409 μl (4.7 mmol) 2-Methoxy-ethylamine were added and the mixture was stirred for 24 h at room temperature. The reaction was poured into water and the precipitate filtered off. After d... Starting materials: O=C([O-])[O-], C=CCBr, COC(=O)C1C(=O)CCC1CC#N, CC(C)=O, [K+], [K+]. Yields the product C=CCC1(C(=O)OC)C(=O)CCC1CC#N. Reaction SMILES: [C:18](=[O:19])([O-:20])[O-:21].[CH2:14]([CH:15]=[CH2:16])[Br:17].[CH3:1][O:2][C:3](=[O:4])[CH:5]1[C:6](=[O:13])[CH2:7][CH2:8][CH:9]1[CH2:10][C:11]#[N:12].[CH3:24][C:25](=[O:26])[CH3:27].[K+:22].[K+:23]>>[CH3:1][O:2][C:3](=[O:4])[C:5]1([CH2:16][CH:15]=[CH2:14])[C:6](=[O:13])[CH2:7][CH2:8][CH:9]1[CH2:10][C:11]#[N:12].